From a dataset of the Open Reaction Database (ORD), a public repository of structured organic reaction records. describe an organic reaction: reactants, conditions, products, and yield Solvent: C1CCOC1 (THF). Procedure: To a solution of 3.3 g (31 mmol) of 2-(2-aminoethoxy)ethanol in 30 mL of MeOH was added 7.0 g (30 mmol) of N-acetylsulfanilyl chloride, followed by 3.3 g (33 mmol) of TEA. The reaction mixture was stirred for 30 min at rt and then acidified with 5 mL (60 mmol) of concentrated HCl and stirred at reflux for 75 min. After cooling, the mixture was diluted with 40 mL of water and made basic with solid NaHCO3. MeOH was removed on a rotary evaporator, and the residual aqueous solution was extracted wit... Starting materials: NC1=CC=C(C=C1)S(=O)(=O)NCCOCCO (4-amino-N-(2-(2-hydroxyethoxy)ethyl)-benzenesulfonamide), [H-].[Na+] (sodium hydride), half, NaCI, CS(=O)C (DMSO), CI (methy iodide). Reaction SMILES: [NH2:1][C:2]1[CH:7]=[CH:6][C:5]([S:8]([NH:11][CH2:12][CH2:13][O:14][CH2:15][CH2:16][OH:17])(=[O:10])=[O:9])=[CH:4][CH:3]=1.[H-].[Na+].[CH3:20]S(C)=O.CI>C1COCC1>[NH2:1][C:2]1[CH:7]=[CH:6][C:5]([S:8]([N:11]([CH2:12][CH2:13][O:14][CH2:15][CH2:16][OH:17])[CH3:20])(=[O:10])=[O:9])=[CH:4][CH:3]=1 |f:1.2|. Isolated yield 65.0%. Product: NC1=CC=C(C=C1)S(=O)(=O)N(C)CCOCCO (4-amino-N-(2-(2-hydroxyethoxy)ethyl)-N-methyl-benzenesulfonamide). Run at time 1 hour. Reactants: [BH4-], CO, CCCn1cc(Cc2ccc(C(=O)OC)cc2OC)c2cc(CC=O)ccc21, [Na+]. The product is CCCn1cc(Cc2ccc(C(=O)OC)cc2OC)c2cc(CCO)ccc21. Reaction SMILES: [BH4-:1].[CH3:31][OH:32].[CH:3](=[O:4])[CH2:5][c:6]1[cH:7][c:8]2[c:9]([CH2:18][c:19]3[c:20]([O:29][CH3:30])[cH:21][c:22]([C:23](=[O:24])[O:25][CH3:26])[cH:27][cH:28]3)[cH:10][n:11]([CH2:15][CH2:16][CH3:17])[c:12]2[cH:13][cH:14]1.[Na+:2]>>[CH2:3]([OH:4])[CH2:5][c:6]1[cH:7][c:8]2[c:9]([CH2:18][c:19]3[c:20]([O:29][CH3:30])[cH:21][c:22]([C:23](=[O:24])[O:25][CH3:26])[cH:27][cH:28]3)[cH:10][n:11]([CH2:15][CH2:16][CH3:17])[c:12]2[cH:13][cH:14]1. The reactants are OCC#CC1=C(C(=O)OC)C=CC=C1 (methyl o-(1-hydroxy-2-propyn-3-yl)benzoate), [H][H] (hydrogen). Reagents/catalysts: [Pd] (Palladium on carbon). Solvent: CO (methanol). The product is saturated ester, OCCCC1=C(C(=O)OC)C=CC=C1 (methyl o-(1-hydroxyprop-3-yl)benzoate). RXN SMILES: [OH:1][CH2:2][C:3]#[C:4][C:5]1[CH:14]=[CH:13][CH:12]=[CH:11][C:6]=1[C:7]([O:9][CH3:10])=[O:8].[H][H]>CO.[Pd]>[OH:1][CH2:2][CH2:3][CH2:4][C:5]1[CH:14]=[CH:13][CH:12]=[CH:11][C:6]=1[C:7]([O:9][CH3:10])=[O:8]. Procedure details: Step 2--A mixture of methyl o-(1-hydroxy-2-propyn-3-yl)benzoate (CXIX, 5.91 g) in methanol (60 ml) is hydrogenated at 40 psi hydrogen for 9 hrs using a total of 900 mg. Palladium on carbon (10%) is added in equal portions three times during the course of the reaction. The reaction is filtered and concentrated to give the saturated ester, methyl o-(1-hydroxyprop-3-yl)benzoate (CXXI). The reactants are CN1C(=O)C(Cc2cc3ccccc3[nH]2)N=C(c2ccccc2)c2cc([N+](=O)[O-])ccc21, Cc1cccc2c1C=NC(Cc1cc3ccccc3[nH]1)C(=O)N2C(C)C. Yields the product O=C1Nc2ccc([N+](=O)[O-])cc2C(c2ccccc2)=NC1Cc1cc2ccccc2[nH]1. As a reaction SMILES: [N+:27](=[O:28])([O-:29])[c:30]1[cH:31][cH:32][c:33]2[c:34]([cH:58]1)[C:35]([c:52]1[cH:53][cH:54][cH:55][cH:56][cH:57]1)=[N:36][CH:37]([CH2:42][c:43]1[nH:44][c:45]3[cH:46][cH:47][cH:48][cH:49][c:50]3[cH:51]1)[C:38](=[O:41])[N:39]2[CH3:40].[nH:1]1[c:2]2[c:3]([cH:4][cH:5][cH:6][cH:7]2)[cH:8][c:9]1[CH2:10][CH:11]1[N:12]=[CH:13][c:14]2[c:15]([CH3:16])[cH:17][cH:18][cH:19][c:20]2[N:21]([CH:22]([CH3:23])[CH3:24])[C:25]1=[O:26]>>[N+:27](=[O:28])([O-:29])[c:30]1[cH:31][cH:32][c:33]2[c:34]([cH:58]1)[C:35]([c:52]1[cH:53][cH:54][cH:55][cH:56][cH:57]1)=[N:36][CH:37]([CH2:42][c:43]1[nH:44][c:45]3[cH:46][cH:47][cH:48][cH:49][c:50]3[cH:51]1)[C:38](=[O:41])[NH:39]2.